This data is from the Open Reaction Database (ORD), a public repository of structured organic reaction records. The task is: describe an organic reaction: reactants, conditions, products, and yield Procedure: To a mixture of 13.3 mg of tert-butyl[(1R)-1-(1-naphthyl)ethyl][(3-phenylpiperidin-4-yl)methyl]carbamate, 6.3 mg of 4-methoxycarbonyl benzoic acid, 4.7 mg of HOBt, and 1 mL of DMF was added 100 mg of PS-Carbodiimide (Argonaut Technologies, USA) at room temperature, followed by stirring overnight. To the reaction mixture was added 50 mg of MP-Carbonate (Argonaut Technologies, USA), 50 mg of PS-Isocyanate (Argonaut Technologies, USA), and 0.5 mL of DMF at room temperature, followed by stirring for... Reaction conditions: time 8 hour. Starting materials: C([O-])([O-])=O (Carbonate), [N-]=C=O (Isocyanate), N=C=N (Carbodiimide), C(C)(C)(C)OC(N(CC1C(CNCC1)C1=CC=CC=C1)[C@H](C)C1=CC=CC2=CC=CC=C12)=O (tert-butyl[(1R)-1-(1-naphthyl)ethyl][(3-phenylpiperidin-4-yl)methyl]carbamate), COC(=O)C1=CC=C(C(=O)O)C=C1 (4-methoxycarbonyl benzoic acid), C=1C=CC2=C(C1)N=NN2O (HOBt). Reaction SMILES: [C:1]([O:5][C:6](=[O:33])[N:7]([C@@H:21]([C:23]1[C:32]2[C:27](=[CH:28][CH:29]=[CH:30][CH:31]=2)[CH:26]=[CH:25][CH:24]=1)[CH3:22])[CH2:8][CH:9]1[CH2:14][CH2:13][NH:12][CH2:11][CH:10]1[C:15]1[CH:20]=[CH:19][CH:18]=[CH:17][CH:16]=1)([CH3:4])([CH3:3])[CH3:2].[CH3:34][O:35][C:36]([C:38]1[CH:46]=[CH:45][C:41]([C:42](O)=[O:43])=[CH:40][CH:39]=1)=[O:37].C1C=CC2N(O)N=NC=2C=1.N=C=N.C(=O)([O-])[O-].[N-]=C=O>CN(C=O)C>[C:1]([O:5][C:6]([N:7]([CH2:8][CH:9]1[CH2:14][CH2:13][N:12]([C:42]([C:41]2[CH:45]=[CH:46][C:38]([C:36]([O:35][CH3:34])=[O:37])=[CH:39][CH:40]=2)=[O:43])[CH2:11][CH:10]1[C:15]1[CH:16]=[CH:17][CH:18]=[CH:19][CH:20]=1)[C@@H:21]([C:23]1[C:32]2[C:27](=[CH:28][CH:29]=[CH:30][CH:31]=2)[CH:26]=[CH:25][CH:24]=1)[CH3:22])=[O:33])([CH3:2])([CH3:3])[CH3:4]. The solvent is CN(C)C=O (DMF), CN(C)C=O (DMF). Yields the product C(C)(C)(C)OC(=O)N([C@H](C)C1=CC=CC2=CC=CC=C12)CC1C(CN(CC1)C(=O)C1=CC=C(C(=O)OC)C=C1)C1=CC=CC=C1 (methyl 4-{[4-({(tert-butoxycarbonyl)[(1R)-1-(1-naphthyl)ethyl]amino}methyl)-3-phenylpiperidin-1-yl]carbonyl}benzoate). Starting materials: CCO, O=C(O)C=Cc1ccc(F)cc1F, [H][H], O, O=[Pt]. Yields the product O=C(O)CCc1ccc(F)cc1F. RXN SMILES: [CH3:16][CH2:17][OH:18].[F:1][c:2]1[c:3]([CH:4]=[CH:5][C:6](=[O:7])[OH:8])[cH:9][cH:10][c:11]([F:13])[cH:12]1.[H:14][H:15].[OH2:19].[Pt:20]=[O:21]>>[F:1][c:2]1[c:3]([CH2:4][CH2:5][C:6](=[O:7])[OH:8])[cH:9][cH:10][c:11]([F:13])[cH:12]1. Reactants: BrCC(/C(/C(=O)OCC)=N/O[C@@H]1CC[C@H](CC1)Cl)=O (Ethyl 4-bromo- (Z)-2-(trans-4-chlorocyclohexyloxyimino)-3-oxobutyrate), NC(=S)N (thiourea). The product is NC=1SC=C(N1)/C(/C(=O)OCC)=N/O[C@@H]1CC[C@H](CC1)Cl (Ethyl 2-(2-aminothiazol-4-yl)-(Z)-2-(trans-4-chlorocyclohexyloxyimino)acetate). As a reaction SMILES: Br[CH2:2][C:3](=O)/[C:4](=[N:10]/[O:11][C@H:12]1[CH2:17][CH2:16][C@H:15]([Cl:18])[CH2:14][CH2:13]1)/[C:5]([O:7][CH2:8][CH3:9])=[O:6].[NH2:20][C:21]([NH2:23])=[S:22]>>[NH2:23][C:21]1[S:22][CH:2]=[C:3](/[C:4](=[N:10]/[O:11][C@H:12]2[CH2:17][CH2:16][C@H:15]([Cl:18])[CH2:14][CH2:13]2)/[C:5]([O:7][CH2:8][CH3:9])=[O:6])[N:20]=1. Procedure details: Ethyl 4-bromo- (Z)-2-(trans-4-chlorocyclohexyloxyimino)-3-oxobutyrate (730 mg) was treated with thiourea as described in Example 4d, to give the title compound (579 mg, 85%) m.p. 155° C. (ethyl acetate-hexane) (Found: C, 47.05; H, 5.02; N, 12.75; Cl, 10.8; S, 9.73. C13H18N3CLO3S requires C,47.1; H, 5.4; N, 12.7; Cl, 10.7; S, 9.7%). νmax (Nujol) 3450, 3430, 3250, 3125, 1720, 1615, 1610, and 1540 cm-1, νH (CDCl3), 1.36 (3H, t, J 7.1 Hz), 1.73 (4H, m), 2.13 (4H, m), 4.18 (1H, m), 4.39 (2H, q, J 7.1...